Dataset: the Open Reaction Database (ORD), a public repository of structured organic reaction records. Task: describe an organic reaction: reactants, conditions, products, and yield The reactants are C(C)(=O)C(C(CC(=O)OC)C=O)(CC#CCC)C(=O)OC(C)(C)C (methyl 4-acetyl-4-tert-butoxycarbonyl-3-formyl-6-nonynoate). Run in C1=CC=CC=C1 (benzene), C(C)(=O)O (acetic acid), N1CCCCC1 (piperidine). The product is C(C)(C)(C)OC(=O)C1(C(C=CC1=O)CC(=O)OC)CC#CCC (5-tert-butoxycarbonyl-4-methoxycarbonylmethyl-5-(2-pentynyl)-2-cyclopentenone). Reaction SMILES: [C:1]([C:4]([C:18]([O:20][C:21]([CH3:24])([CH3:23])[CH3:22])=[O:19])([CH2:13][C:14]#[C:15][CH2:16][CH3:17])[CH:5]([CH:11]=O)[CH2:6][C:7]([O:9][CH3:10])=[O:8])(=[O:3])[CH3:2]>C1C=CC=CC=1.C(O)(=O)C.N1CCCCC1>[C:21]([O:20][C:18]([C:4]1([CH2:13][C:14]#[C:15][CH2:16][CH3:17])[C:1](=[O:3])[CH:2]=[CH:11][CH:5]1[CH2:6][C:7]([O:9][CH3:10])=[O:8])=[O:19])([CH3:24])([CH3:23])[CH3:22]. Reported procedure: A 790 mg quantity of the compound (7) obtained above is dissolved in 50 ml of benzene containing 1 ml of acetic acid and 1 ml of piperidine, and the solution is refluxed for 4 hours. On completion of the reaction, the solvent is removed, and the residue dissolved in ethyl acetate. The solution is washed with water and an aqueous solution of sodium bicarbonate and thereafter dried. The residue is distilled in a vacuum, giving 5-tert-butoxycarbonyl-4-methoxycarbonylmethyl-5-(2-pentynyl)-2-cyclopen... The reactants are CCO, [H][H], CCOC(=O)c1cc2cc([N+](=O)[O-])ccc2nn1. The product is CCOC(=O)c1cc2cc(N)ccc2nn1. Reaction SMILES: [CH3:21][CH2:22][OH:23].[H:19][H:20].[N+:1]([O-:2])(=[O:3])[c:4]1[cH:5][c:6]2[cH:7][c:8]([C:14](=[O:15])[O:16][CH2:17][CH3:18])[n:9][n:10][c:11]2[cH:12][cH:13]1>>[NH2:1][c:4]1[cH:5][c:6]2[cH:7][c:8]([C:14](=[O:15])[O:16][CH2:17][CH3:18])[n:9][n:10][c:11]2[cH:12][cH:13]1. Reactants: FC1=C(C=C(C=C1)CO)OC ((4-fluoro-3-methoxy-phenyl)-methanol), C1CC(=O)N(C1=O)Br (NBS). Solvent: CC#N (MeCN), CC#N (MeCN). Conditions: time 18 hour. The product is BrC1=C(C=C(C(=C1)F)OC)CO ((2-Bromo-4-fluoro-5-methoxy-phenyl)-methanol). Yield: 95.7%. RXN SMILES: [F:1][C:2]1[CH:7]=[CH:6][C:5]([CH2:8][OH:9])=[CH:4][C:3]=1[O:10][CH3:11].C1C(=O)N([Br:19])C(=O)C1>CC#N>[Br:19][C:6]1[CH:7]=[C:2]([F:1])[C:3]([O:10][CH3:11])=[CH:4][C:5]=1[CH2:8][OH:9]. Procedure details: To a solution of (4-fluoro-3-methoxy-phenyl)-methanol (10.0 g, 64.04 mmol) in MeCN (160 mL) was added a solution of NBS (11.4 g, 64.04 mmol) in MeCN (50 mL) and the resulting mixture was stirred at room temperature for 18 hours. The reaction mixture was concentrated in vacuo and the residue was suspended in diethyl ether (200 mL). Solid material was removed by filtration and washed with further diethyl ether. The filtrate was washed with water (200 mL) and brine (100 mL), dried over MgSO4 and co... As a reaction SMILES: [C:35]([CH3:36])([CH3:37])([CH3:38])[O:39][C:40](=[O:41])[n:42]1[c:43]([B:47]([OH:48])[OH:49])[cH:44][cH:45][cH:46]1.[CH2:50]1[O:51][CH2:52][CH2:53][CH2:54]1.[CH3:1][O:2][C:3]([CH:4]([NH:5][C:6]([c:7]1[c:8]([Cl:15])[cH:9][c:10]([Br:14])[cH:11][c:12]1[Cl:13])=[O:16])[CH2:17][c:18]1[cH:19][cH:20][c:21](-[c:24]2[c:25]([O:32][CH3:33])[cH:26][cH:27][cH:28][c:29]2[O:30][CH3:31])[cH:22][cH:23]1)=[O:34]>>[CH3:1][O:2][C:3]([CH:4]([NH:5][C:6]([c:7]1[c:8]([Cl:15])[cH:9][c:10](-[c:43]2[n:42]([C:40]([O:39][C:35]([CH3:36])([CH3:37])[CH3:38])=[O:41])[cH:46][cH:45][cH:44]2)[cH:11][c:12]1[Cl:13])=[O:16])[CH2:17][c:18]1[cH:19][cH:20][c:21](-[c:24]2[c:25]([O:32][CH3:33])[cH:26][cH:27][cH:28][c:29]2[O:30][CH3:31])[cH:22][cH:23]1)=[O:34]. Yields the product COC(=O)C(Cc1ccc(-c2c(OC)cccc2OC)cc1)NC(=O)c1c(Cl)cc(-c2cccn2C(=O)OC(C)(C)C)cc1Cl. The reactants are CC(C)(C)OC(=O)n1cccc1B(O)O, C1CCOC1, COC(=O)C(Cc1ccc(-c2c(OC)cccc2OC)cc1)NC(=O)c1c(Cl)cc(Br)cc1Cl. The reactants are BrC1=C2C=NNC2=CC(=C1)C=O (4-bromo-1H-indazole-6-carbaldehyde), C[Si](C)(C)CCOCCl (SEMCl). Reagents/catalysts: CCCC[N+](CCCC)(CCCC)CCCC.[Br-] (TBAB). Solvent: C(Cl)Cl (CH2Cl2), [OH-].[K+] (KOH). Reaction conditions: temperature 0 celsius, time 4 hour. Product: BrC1=C2C=NN(C2=CC(=C1)C=O)COCC[Si](C)(C)C (4-bromo-1-((2-(trimethylsilyl)ethoxy)methyl)-1H-indazole-6-carbaldehyde). Yield: 78.8%. As a reaction SMILES: [Br:1][C:2]1[CH:10]=[C:9]([CH:11]=[O:12])[CH:8]=[C:7]2[C:3]=1[CH:4]=[N:5][NH:6]2.[CH3:13][Si:14]([CH2:17][CH2:18][O:19][CH2:20]Cl)([CH3:16])[CH3:15]>C(Cl)Cl.[OH-].[K+].CCCC[N+](CCCC)(CCCC)CCCC.[Br-]>[Br:1][C:2]1[CH:10]=[C:9]([CH:11]=[O:12])[CH:8]=[C:7]2[C:3]=1[CH:4]=[N:5][N:6]2[CH2:20][O:19][CH2:18][CH2:17][Si:14]([CH3:16])([CH3:15])[CH3:13] |f:3.4,5.6|. Procedure: To a solution of 4-bromo-1H-indazole-6-carbaldehyde (225 mg, 1 mmol) in CH2Cl2 (10 mL) and aqueous KOH (2 mL, 50% wt) at 0° C. was added TBAB (3 mg, 0.01 mmol) and SEMCl (200 mg, 1.2 mmol). The mixture was stirred at 0° C. for 4 h, warmed to rt and extracted with ethyl acetate (100 mL). The organic phase was washed with water (2×10 mL) and brine (10 mL), dried over MgSO4 and concentrated. The residue was purified by silica gel chromatography (1:1 EtOAc/Hex) to give the title compound as a pale y... Reactants: C(C)(=O)OC=1C=C(C=CC1OC(C)=O)CCNC(=O)C=1C=NC=CC1 (3-{N-[β-(3,4-diacetoxyphenyl)ethyl]}carbamoylpyridine), C(C)(=O)OC=1C=C(C=CC1OC(C)=O)CCNC(=O)C=1C=NC=CC1 (3-{N-[β-(3,4-diacetoxyphenyl)ethyl]}carbamoylpyridine), CI (methyl iodide), yellow crystalline needles. Solvent: CO (methanol). Yields the product [I-].C[N+]1=CC(=CC=C1)C(NCCC1=CC(=C(C=C1)OC(C)=O)OC(C)=O)=O (1-Methyl-3-{N-[β-(3,4-diacetoxyphenyl)ethyl]}carbamoylpyridinium iodide). As a reaction SMILES: [C:1]([O:4][C:5]1[CH:6]=[C:7]([CH2:15][CH2:16][NH:17][C:18]([C:20]2[CH:21]=[N:22][CH:23]=[CH:24][CH:25]=2)=[O:19])[CH:8]=[CH:9][C:10]=1[O:11][C:12](=[O:14])[CH3:13])(=[O:3])[CH3:2].[CH3:26][I:27]>CO>[I-:27].[CH3:26][N+:22]1[CH:23]=[CH:24][CH:25]=[C:20]([C:18](=[O:19])[NH:17][CH2:16][CH2:15][C:7]2[CH:8]=[CH:9][C:10]([O:11][C:12](=[O:14])[CH3:13])=[C:5]([O:4][C:1](=[O:3])[CH3:2])[CH:6]=2)[CH:21]=1 |f:3.4|. Procedure details: To a solution of 1.71 g (5 mmol) of 3-{N-[β-(3,4-diacetoxyphenyl)ethyl]}carbamoylpyridine (prepared like compound 8c), 1.41 g (10 mmol) of methyl iodide were added and the mixture was refluxed overnight under stirring. The acetone solution was then decanted from the insoluble oily residue. Ether was added to the acetone solution and the solid which separated was crystallized from acetone/ether. Yield, 1.9 g (78%) of yellow crystalline needles, m.p. 171°-173° C. U.V. (methanol) 215, 265 nm; NMR (... Starting materials: Cc1nc2ccccc2s1, CC(=O)OC(C)=O, O=CO, O=Cc1cccc(O)c1. Yields the product Oc1cccc(C=Cc2nc3ccccc3s2)c1. Reaction SMILES: [CH3:10][c:11]1[s:12][c:13]2[c:14]([n:15]1)[cH:16][cH:17][cH:18][cH:19]2.[CH3:20][C:21]([O:22][C:23](=[O:24])[CH3:25])=[O:26].[CH:27]([OH:28])=[O:29].[OH:1][c:2]1[cH:3][c:4]([CH:5]=[O:6])[cH:7][cH:8][cH:9]1>>[OH:1][c:2]1[cH:3][c:4]([CH:5]=[CH:10][c:11]2[s:12][c:13]3[c:14]([n:15]2)[cH:16][cH:17][cH:18][cH:19]3)[cH:7][cH:8][cH:9]1.